From a dataset of the Open Reaction Database (ORD), a public repository of structured organic reaction records. describe an organic reaction: reactants, conditions, products, and yield As a reaction SMILES: [Br:3][c:4]1[cH:5][c:6]2[c:7]([n:8][cH:9]1)[nH:10][n:11][c:12]2[CH3:13].[K+:19].[Mn:14](=[O:15])([O-:16])(=[O:17])=[O:18].[Na+:2].[OH-:1].[OH2:20]>>[O:1]=[C:13]([c:12]1[c:6]2[cH:5][c:4]([Br:3])[cH:9][n:8][c:7]2[nH:10][n:11]1)[OH:15]. Starting materials: Cc1n[nH]c2ncc(Br)cc12, [K+], O=[Mn](=O)(=O)[O-], [Na+], [OH-], O. Product: O=C(O)c1n[nH]c2ncc(Br)cc12. Starting materials: C(C)OC(=O)C=1N(N=C(C1)C(C)(C)C)C (5-tert-butyl-2-methyl-pyrazole-3-carboxylic acid ethyl ester), S(=O)(=O)(Cl)Cl (sulfuryl chloride). Run in C(Cl)Cl (DCM), C(Cl)Cl (DCM). Conditions: time 3 hour. Product: C(C)OC(=O)C=1N(N=C(C1Cl)C(C)(C)C)C (5-tert-Butyl-4-chloro-2-methyl-2H-pyrazole-3-carboxylic acid ethyl ester). Reaction SMILES: [CH2:1]([O:3][C:4]([C:6]1[N:7]([CH3:15])[N:8]=[C:9]([C:11]([CH3:14])([CH3:13])[CH3:12])[CH:10]=1)=[O:5])[CH3:2].S(Cl)([Cl:19])(=O)=O>C(Cl)Cl>[CH2:1]([O:3][C:4]([C:6]1[N:7]([CH3:15])[N:8]=[C:9]([C:11]([CH3:14])([CH3:13])[CH3:12])[C:10]=1[Cl:19])=[O:5])[CH3:2]. Reported procedure: To a solution of 5-tert-butyl-2-methyl-pyrazole-3-carboxylic acid ethyl ester (2.10 g, 10.0 mmol) in 25 mL of DCM was added sulfuryl chloride (1.05 mL, 13.0 mmol) slowly under Ar. After stirring at room temperature for 3 h under Ar, the resulting mixture was treated with DCM (30 mL), washed with ice H2O, saturated aqueous NaHCO3 and brine, and dried with Na2SO4. Removal of the solvent under reduced pressure yielded the title compound as a white solid. 1H-NMR (400 MHz, CDCl3) δ: 4.40 (q, J=7.2 Hz... The reactants are [BH4-], CC(C)(C)OC(=O)NC(CC(=O)OCc1ccccc1)C(=O)O, CN1CCOCC1, CC(C)COC(=O)Cl, [Na+], C1CCOC1, O. Product: CC(C)(C)OC(=O)NC(CO)CC(=O)OCc1ccccc1. Reaction SMILES: [BH4-:39].[CH2:1]([c:2]1[cH:3][cH:4][cH:5][cH:6][cH:7]1)[O:8][C:9]([CH2:10][CH:11]([C:12](=[O:13])[OH:14])[NH:15][C:16](=[O:17])[O:18][C:19]([CH3:20])([CH3:21])[CH3:22])=[O:23].[CH3:24][N:25]1[CH2:26][CH2:27][O:28][CH2:29][CH2:30]1.[Cl:31][C:32]([O:33][CH2:34][CH:35]([CH3:36])[CH3:37])=[O:38].[Na+:40].[O:41]1[CH2:42][CH2:43][CH2:44][CH2:45]1.[OH2:46]>>[CH2:1]([c:2]1[cH:3][cH:4][cH:5][cH:6][cH:7]1)[O:8][C:9]([CH2:10][CH:11]([CH2:12][OH:13])[NH:15][C:16](=[O:17])[O:18][C:19]([CH3:20])([CH3:21])[CH3:22])=[O:23]. Starting materials: C(CC)=O (propionaldehyde), NCCCCCC=1N(C2=C(N1)C=CC(=C2)C#N)CCC (2-(5-amino-pentyl)-3-propyl-3H-benzimidazol-5-carbonitrile), C(C)(=O)O (acetic acid), C(#N)[BH3-].[Na+] (sodium cyanoborohydride). Solvent: CO (methanol). Conditions: time 20 hour. The product is C(CC)N(CCCCCC=1N(C2=C(N1)C=CC(=C2)C#N)CCC)CCC (2-(5-dipropylamino-pentyl)-3-propyl-3H-benzimidazol-5-carbonitrile). As a reaction SMILES: [NH2:1][CH2:2][CH2:3][CH2:4][CH2:5][CH2:6][C:7]1[N:8]([CH2:18][CH2:19][CH3:20])[C:9]2[CH:15]=[C:14]([C:16]#[N:17])[CH:13]=[CH:12][C:10]=2[N:11]=1.[C:21]([BH3-])#N.[Na+].[C:25](O)(=O)[CH3:26].[CH:29](=O)[CH2:30][CH3:31]>CO>[CH2:29]([N:1]([CH2:21][CH2:25][CH3:26])[CH2:2][CH2:3][CH2:4][CH2:5][CH2:6][C:7]1[N:8]([CH2:18][CH2:19][CH3:20])[C:9]2[CH:15]=[C:14]([C:16]#[N:17])[CH:13]=[CH:12][C:10]=2[N:11]=1)[CH2:30][CH3:31] |f:1.2|. Procedure details: The compound (26.4 mg) obtained in Example 48-4 was dissolved in methanol (2.0 ml) and added with sodium cyanoborohydride (15.8 mg). After the solution was adjusted to pH 4 with acetic acid, propionaldehyde (0.020 ml) was added thereto and the whole was stirred at room temperature for 20 hours. After the solvent was distilled off, the resultant was neutralized with a saturated aqueous sodium hydrogen carbonate solution and the whole was subjected to extraction with chloroform. The organic layer ... The reactants are [N+](=O)([O-])C1=CC=C(C=C1)/C=C/C(=O)OCC ((E)-3-(4-nitrophenyl)-2-propenoic acid, ethyl ester), Cl (hydrochloric acid). The reagents and catalysts are [Pd] (palladium). Run in C(C)O (ethanol). Conditions: time 16 hour. Yields the product NC1=CC=C(C=C1)CCC(=O)OCC (4-Aminobenzenepropanoic acid, ethyl ester). Isolated yield 86.2%. As a reaction SMILES: [N+:1]([C:4]1[CH:9]=[CH:8][C:7](/[CH:10]=[CH:11]/[C:12]([O:14][CH2:15][CH3:16])=[O:13])=[CH:6][CH:5]=1)([O-])=O.Cl>[Pd].C(O)C>[NH2:1][C:4]1[CH:5]=[CH:6][C:7]([CH2:10][CH2:11][C:12]([O:14][CH2:15][CH3:16])=[O:13])=[CH:8][CH:9]=1. Procedure details: A 500 mL Parr hydrogenation vessel was charged with 12.36 g (55.9 mmol) of (E)-3-(4-nitrophenyl)-2-propenoic acid, ethyl ester, 100 mL of absolute ethanol, 15 mL of concentrated hydrochloric acid and 0.75 g of 10% palladium-on-activated charcoal. The slurry was purged with nitrogen and then agitated under an initial pressure of 44.5 psi of hydrogen gas. After 16 h, 18.5 psi had been consumed. The flask was evacuated, purged again with nitrogen and the contents filtered through Celite and evapora... Reaction SMILES: [Br:24][c:25]1[cH:26][cH:27][c:28]([C:31]([C:32]([F:33])([F:34])[F:35])([C:36]([F:37])([F:38])[F:39])[OH:40])[cH:29][cH:30]1.[CH3:1][O:2][c:3]1[cH:4][cH:5][cH:6][c:7]([CH2:9][CH:10]2[CH2:11][N:12]([S:16](=[O:17])(=[O:18])[c:19]3[s:20][cH:21][cH:22][cH:23]3)[CH2:13][CH2:14][NH:15]2)[n:8]1.[CH3:41][C:42]([CH3:43])([O-:44])[CH3:45].[CH3:47][c:48]1[cH:49][cH:50][cH:51][cH:52][cH:53]1.[Cl-:54].[NH4+:55].[Na+:46].[O:58]=[C:59]([CH:60]=[CH:61][c:62]1[cH:63][cH:64][cH:65][cH:66][cH:67]1)[CH:68]=[CH:69][c:70]1[cH:71][cH:72][cH:73][cH:74][cH:75]1.[O:76]=[C:77]([CH:78]=[CH:79][c:80]1[cH:81][cH:82][cH:83][cH:84][cH:85]1)[CH:86]=[CH:87][c:88]1[cH:89][cH:90][cH:91][cH:92][cH:93]1.[O:94]=[C:95]([CH:96]=[CH:97][c:98]1[cH:99][cH:100][cH:101][cH:102][cH:103]1)[CH:104]=[CH:105][c:106]1[cH:107][cH:108][cH:109][cH:110][cH:111]1.[Pd:56].[Pd:57]>>[CH3:1][O:2][c:3]1[cH:4][cH:5][cH:6][c:7]([CH2:9][CH:10]2[CH2:11][N:12]([S:16](=[O:17])(=[O:18])[c:19]3[s:20][cH:21][cH:22][cH:23]3)[CH2:13][CH2:14][N:15]2[c:25]2[cH:26][cH:27][c:28]([C:31]([C:32]([F:33])([F:34])[F:35])([C:36]([F:37])([F:38])[F:39])[OH:40])[cH:29][cH:30]2)[n:8]1. The product is COc1cccc(CC2CN(S(=O)(=O)c3cccs3)CCN2c2ccc(C(O)(C(F)(F)F)C(F)(F)F)cc2)n1. Reactants: OC(c1ccc(Br)cc1)(C(F)(F)F)C(F)(F)F, COc1cccc(CC2CN(S(=O)(=O)c3cccs3)CCN2)n1, CC(C)(C)[O-], Cc1ccccc1, [Cl-], [NH4+], [Na+], O=C(C=Cc1ccccc1)C=Cc1ccccc1, O=C(C=Cc1ccccc1)C=Cc1ccccc1, O=C(C=Cc1ccccc1)C=Cc1ccccc1, [Pd], [Pd]. Starting materials: [Cl-].[Al+3].[Cl-].[Cl-] (aluminum chloride), CC1=CC=C(S1)C1C(=O)OC(C1)=O ((5-methyl-2-thienyl) succinic anhydride), ice hydrochloric acid. The solvent is [N+](=O)([O-])C1=CC=CC=C1 (nitrobenzene), [N+](=O)([O-])C1=CC=CC=C1 (nitrobenzene). Conditions: time 5 hour. The product is CC1=CC2=C(S1)C(CC2=O)C(=O)O (2-methyl-4-oxo-5,6-dihydro-4H-cyclo-penta[b]thiophene-6-carboxylic acid). Isolated yield 67.7%. As a reaction SMILES: [Cl-].[Al+3].[Cl-].[Cl-].[CH3:5][C:6]1[S:10][C:9]([CH:11]2[CH2:16][C:15](=[O:17])[O:14][C:12]2=[O:13])=[CH:8][CH:7]=1>[N+](C1C=CC=CC=1)([O-])=O>[CH3:5][C:6]1[S:10][C:9]2[CH:11]([C:12]([OH:14])=[O:13])[CH2:16][C:15](=[O:17])[C:8]=2[CH:7]=1 |f:0.1.2.3|. Procedure details: 21.1 g (0.16 mole) of aluminum chloride was quickly added to 50 cc of nitrobenzene at ambient temperature. Then a solution of 11.3 g (0.058 mole) of (5-methyl-2-thienyl) succinic anhydride in 30 cc of nitrobenzene was added drop by drop in 1 hour 30 minutes. The mixture was stirred for 5 hours at ambient temperature then poured into an ice-hydrochloric acid mixture and extracted with methylene chloride. The organic phase was separated and extracted with an aqueous solution of sodium carbonate. T... Reactants: COC(C1=CC(=C(C=C1)Br)C)=O (methyl-4-bromo-3-methylbenzoate), [H-].C(C(C)C)[Al+]CC(C)C (diisobutylaluminium hydride). Solvent: O1CCCC1 (tetrahydrofuran), C1(=CC=CC=C1)C (toluene). Reaction conditions: temperature 0 celsius, time 2.5 hour. Product: BrC1=C(C=C(C=C1)CO)C ((4-bromo-3-methylphenyl)methanol). As a reaction SMILES: C[O:2][C:3](=O)[C:4]1[CH:9]=[CH:8][C:7]([Br:10])=[C:6]([CH3:11])[CH:5]=1.[H-].C([Al+]CC(C)C)C(C)C>O1CCCC1.C1(C)C=CC=CC=1>[Br:10][C:7]1[CH:8]=[CH:9][C:4]([CH2:3][OH:2])=[CH:5][C:6]=1[CH3:11] |f:1.2|. Reported procedure: A solution of methyl-4-bromo-3-methylbenzoate (4.31 g) in dry tetrahydrofuran (20 ml) was stirred and cooled to 0° C. under nitrogen gas. A solution of 1.5M diisobutylaluminium hydride in toluene (44 ml) was added slowly and the reaction stirred for 2.5 hours, then quenched with methanol and allowed to warm to 21° C. Silica was added and the reaction concentrated in vacuo and purified using SPE (Si cartridge) using cyclohexane:ethyl acetate (3:1) as an eluent which furnished the title compound a... Reactants: [Cl-].[NH4+] (ammonium chloride), C(C)(=O)OCC (Ethyl acetate), CCCCCC.C[Si](C)(C)[N-][Si](C)(C)C.[Li+] (lithium bis(trimethylsilyl)amide hexane), [N+](=O)([O-])C1=CC=C(C=O)C=C1 (4-nitrobenzaldehyde). Run in O1CCCC1 (tetrahydrofuran), O1CCCC1 (tetrahydrofuran). Run at temperature -78 celsius, time 20 minute. Product: OC(CC(=O)OCC)C1=CC=C(C=C1)[N+](=O)[O-] (Ethyl 3-hydroxy-3-(4-nitrophenyl)propionate). Yield: 54.0%. RXN SMILES: [C:1]([O:4][CH2:5][CH3:6])(=[O:3])[CH3:2].CCCCCC.C[Si]([N-][Si](C)(C)C)(C)C.[Li+].[N+:23]([C:26]1[CH:33]=[CH:32][C:29]([CH:30]=[O:31])=[CH:28][CH:27]=1)([O-:25])=[O:24].[Cl-].[NH4+]>O1CCCC1>[OH:31][CH:30]([C:29]1[CH:28]=[CH:27][C:26]([N+:23]([O-:25])=[O:24])=[CH:33][CH:32]=1)[CH2:2][C:1]([O:4][CH2:5][CH3:6])=[O:3] |f:1.2.3,5.6|. Procedure: Ethyl acetate (3.55 g, 40.3 mmol) was dissolved in tetrahydrofuran (100 mL), and a 1 M lithium bis(trimethylsilyl)amide hexane solution (40.0 mL, 40.0 mmol) was added thereto at −78° C., and then, the resulting mixture was stirred under a nitrogen atmosphere at −78° C. for 20 minutes. Thereafter, a tetrahydrofuran solution of 4-nitrobenzaldehyde (5.08 g, 33.6 mmol) was added thereto at −78° C., and the resulting mixture was stirred under a nitrogen atmosphere at −78° C. for 30 minutes. To the re... Solvent: ClCCl (dichloromethane). Yields the product BrC1=C(C=C(C=C1)I)CCl (4-Bromo-3-chloromethyl-1-iodo-benzene). Procedure details: Thionyl chloride (13 mL) is added to a suspension of 4-bromo-3-hydroxymethyl-1-iodo-benzene (47.0 g) in dichloromethane (100 mL) containing DMF (0.1 mL). The mixture is stirred at ambient temperature for 3 h. Then, the solvent and the excess reagent is removed under reduced pressure. The residue is triturated with methanol and dried. The reactants are S(=O)(Cl)Cl (Thionyl chloride), BrC1=C(C=C(C=C1)I)CO (4-bromo-3-hydroxymethyl-1-iodo-benzene), CN(C)C=O (DMF). Run at time 3 hour. As a reaction SMILES: S(Cl)([Cl:3])=O.[Br:5][C:6]1[CH:11]=[CH:10][C:9]([I:12])=[CH:8][C:7]=1[CH2:13]O.CN(C=O)C>ClCCl>[Br:5][C:6]1[CH:11]=[CH:10][C:9]([I:12])=[CH:8][C:7]=1[CH2:13][Cl:3].